Dataset: the Open Reaction Database (ORD), a public repository of structured organic reaction records. Task: describe an organic reaction: reactants, conditions, products, and yield The reactants are NC1=C(C=C(C=C1C(C1=CC=CC=C1)O)Cl)CCO (2-amino-5-chloro-3-[hydroxy(phenyl)methyl]benzene ethanol). The product is NC1=C(C=C(C=C1CCO)Cl)C(=O)C1=CC=CC=C1 ([2-Amino-5-chloro-3-(2-hydroxyethyl)phenyl]phenylmethanone). The yield is 78.3%. Run in C1=CC=CC=C1 (benzene). The reagents and catalysts are [O-2].[O-2].[Mn+4] (manganese dioxide). Procedure: A suspension of 14 g (0.05 mole) of 2-amino-5-chloro-3-[hydroxy(phenyl)methyl]benzene ethanol in 500 ml of benzene was treated with 23 g (0.25 mole) of activated manganese dioxide and brought to reflux in a vessel fitted with a Dean-Stark trap. After 5 hours the hot mixture was filtered through Celite and the benzene stripped to yield a yellow material. This material was recrystallized from ethanol:pet. ether (30:60) to give 10.8 g of the titled compound, m.p. 135°-137° C. As a reaction SMILES: [NH2:1][C:2]1[C:7]([CH:8]([OH:15])[C:9]2[CH:14]=[CH:13][CH:12]=[CH:11][CH:10]=2)=[CH:6][C:5]([Cl:16])=[CH:4][C:3]=1[CH2:17][CH2:18][OH:19]>C1C=CC=CC=1.[O-2].[O-2].[Mn+4]>[NH2:1][C:2]1[C:3]([CH2:17][CH2:18][OH:19])=[CH:4][C:5]([Cl:16])=[CH:6][C:7]=1[C:8]([C:9]1[CH:14]=[CH:13][CH:12]=[CH:11][CH:10]=1)=[O:15] |f:2.3.4|. Reactants: COC(=O)C1=CC=C(C=C1)NNC(=O)OC(C)(C)C (tert-butyl 2-[4-(methoxycarbonyl)phenyl]hydrazinecarboxylate), ClC1=C(C(=O)N=C=O)C(=CC=C1)F (2-chloro-6-fluorobenzoyl isocyanate). The solvent is C(Cl)Cl (DCM). Conditions: time 2 hour. The product is ClC1=C(C(=O)NC(=O)N(NC(=O)OC(C)(C)C)C2=CC=C(C=C2)C(=O)OC)C(=CC=C1)F (tert-butyl 2-[(2-chloro-6-fluorobenzoyl)carbamoyl]-2-[4-(methoxycarbonyl)phenyl]hydrazinecarboxylate). The yield is 85.4%. Reaction SMILES: [CH3:1][O:2][C:3]([C:5]1[CH:10]=[CH:9][C:8]([NH:11][NH:12][C:13]([O:15][C:16]([CH3:19])([CH3:18])[CH3:17])=[O:14])=[CH:7][CH:6]=1)=[O:4].[Cl:20][C:21]1[CH:31]=[CH:30][CH:29]=[C:28]([F:32])[C:22]=1[C:23]([N:25]=[C:26]=[O:27])=[O:24]>C(Cl)Cl>[Cl:20][C:21]1[CH:31]=[CH:30][CH:29]=[C:28]([F:32])[C:22]=1[C:23]([NH:25][C:26]([N:11]([C:8]1[CH:7]=[CH:6][C:5]([C:3]([O:2][CH3:1])=[O:4])=[CH:10][CH:9]=1)[NH:12][C:13]([O:15][C:16]([CH3:19])([CH3:18])[CH3:17])=[O:14])=[O:27])=[O:24]. Procedure: To a solution of tert-butyl 2-[4-(methoxycarbonyl)phenyl]hydrazinecarboxylate (Intermediate-7, 2.0 g, 7.54 mmol) in DCM (15 mL) was added 2-chloro-6-fluorobenzoyl isocyanate (Intermediate-8, 1.50 g, 7.54 mmol). The reaction mass was stirred at RT for 2 h. Excess of solvent was removed under vacuum to afford 3.0 g of desired product. 1H NMR (300 MHz, DMSO d6): δ 1.42 (s, 9H), 3.83 (s, 3H), 7.24-7.46 (m, 5H), 7.94 (d, J=7.2 Hz, 2H), 9.91 (br s, 1H), 11.34-11.39 (br m, 1H); MS (m/z): 464.06 (M−H)−.